Dataset: the Open Reaction Database (ORD), a public repository of structured organic reaction records. Task: describe an organic reaction: reactants, conditions, products, and yield The reactants are C1(CCCCC1)[C@@H](C)NCC(O)(C)C (N-((1R)-1-Cyclohexyl-1-ethyl)-N-(2,2-dimethyl-2-hydroxyethyl)amine), O=S(Cl)Cl (SOCl2), CC1=C(C=CC(=C1)[N+](=O)[O-])N=C=S (2-methyl-4-nitrophenyl isothiocyanate). The product is Cl.CC1=C(C=CC(=C1)[N+](=O)[O-])N=C1SC(CN1[C@H](C)C1CCCCC1)(C)C (2-(2-methyl-4-nitrophenylimino)-3-((1R)-1-cyclohexyl-1-ethyl)-5,5-dimethyl-1,3-thiazolidine HCl salt). Reaction SMILES: [CH:1]1([C@H:7]([NH:9][CH2:10][C:11]([CH3:14])([CH3:13])O)[CH3:8])[CH2:6][CH2:5][CH2:4][CH2:3][CH2:2]1.O=S(Cl)[Cl:17].[CH3:19][C:20]1[CH:25]=[C:24]([N+:26]([O-:28])=[O:27])[CH:23]=[CH:22][C:21]=1[N:29]=[C:30]=[S:31]>>[ClH:17].[CH3:19][C:20]1[CH:25]=[C:24]([N+:26]([O-:28])=[O:27])[CH:23]=[CH:22][C:21]=1[N:29]=[C:30]1[N:9]([C@@H:7]([CH:1]2[CH2:6][CH2:5][CH2:4][CH2:3][CH2:2]2)[CH3:8])[CH2:10][C:11]([CH3:14])([CH3:13])[S:31]1 |f:3.4|. Procedure: (1R)-1-Cyclohexyl-1-ethylamine was reacted with 1,2-epoxy-2-methylpropane according to Method B5b to give N-((1R)-1-cyclohexyl-1-ethyl)-N-(2,2-dimethyl-2-hydroxyethyl)amine. N-((1R)-1-Cyclohexyl-1-ethyl)-N-(2,2-dimethyl-2-hydroxyethyl)amine was reacted with SOCl2 followed by 2-methyl-4-nitrophenyl isothiocyanate according to Method C2f to afford 2-(2-methyl-4-nitrophenylimino)-3-((1R)-1-cyclohexyl-1-ethyl)-5,5-dimethyl-1,3-thiazolidine HCl salt. The reactants are esters, O[C@@H]1C[C@@H](N(C1)CC1=CC(=CC=C1)C(F)(F)F)C(=O)N[C@@H](C)C1=CC=C(C(=O)OC)C=C1 (methyl 4-((S)-1-((2R,4R)-4-hydroxy-1-(3-(trifluoromethyl)benzyl)pyrrolidine-2-carboxamido)ethyl)benzoate), O[Li].O (LiOH H2O). The product is O[C@@H]1C[C@@H](N(C1)CC1=CC(=CC=C1)C(F)(F)F)C(=O)N[C@@H](C)C1=CC=C(C(=O)[O-])C=C1.[Li+] (lithium 4-((S)-1-((2R,4R)-4-hydroxy-1-(3-(trifluoromethyl)benzyl)pyrrolidine-2-carboxamido)ethyl)benzoate). RXN SMILES: [OH:1][C@H:2]1[CH2:6][N:5]([CH2:7][C:8]2[CH:13]=[CH:12][CH:11]=[C:10]([C:14]([F:17])([F:16])[F:15])[CH:9]=2)[C@@H:4]([C:18]([NH:20][C@H:21]([C:23]2[CH:32]=[CH:31][C:26]([C:27]([O:29]C)=[O:28])=[CH:25][CH:24]=2)[CH3:22])=[O:19])[CH2:3]1.O[Li:34].O>>[OH:1][C@H:2]1[CH2:6][N:5]([CH2:7][C:8]2[CH:13]=[CH:12][CH:11]=[C:10]([C:14]([F:17])([F:15])[F:16])[CH:9]=2)[C@@H:4]([C:18]([NH:20][C@H:21]([C:23]2[CH:24]=[CH:25][C:26]([C:27]([O-:29])=[O:28])=[CH:31][CH:32]=2)[CH3:22])=[O:19])[CH2:3]1.[Li+:34] |f:1.2,3.4|. Procedure details: The title compound (E19) (9 mg) was prepared according to the general procedure for esters hydrolysis starting from methyl 4-((S)-1-((2R,4R)-4-hydroxy-1-(3-(trifluoromethyl)benzyl)pyrrolidine-2-carboxamido)ethyl)benzoate (D36) (10.3 mg). (LiOH H2O: 2 eq; reaction time: 18 hrs) The reactants are COC1=CC(=O)C(O)=C(CCCCCCCC2OC2CCCCCCCC2=C(O)C(=O)C=C(OC)C2=O)C1=O, CCOCC, [O-][Cl+3]([O-])([O-])O, C1CCOC1. Yields the product COC1=CC(=O)C(O)=C(CCCCCCCC(O)C(O)CCCCCCCC2=C(O)C(=O)C=C(OC)C2=O)C1=O. RXN SMILES: [CH3:1][O:2][C:3]1=[CH:8][C:7](=[O:9])[C:6]([OH:10])=[C:5]([CH2:11][CH2:12][CH2:13][CH2:14][CH2:15][CH2:16][CH2:17][CH:18]2[CH:19]([CH2:20][CH2:21][CH2:22][CH2:23][CH2:24][CH2:25][CH2:26][C:27]3=[C:28]([OH:37])[C:29](=[O:36])[CH:30]=[C:31]([O:34][CH3:35])[C:32]3=[O:33])[O:38]2)[C:4]1=[O:39].[CH3:45][CH2:46][O:47][CH2:48][CH3:49].[Cl+3:40]([O-:41])([OH:42])([O-:43])[O-:44].[O:50]1[CH2:51][CH2:52][CH2:53][CH2:54]1>>[CH3:1][O:2][C:3]1=[CH:8][C:7](=[O:9])[C:6]([OH:10])=[C:5]([CH2:11][CH2:12][CH2:13][CH2:14][CH2:15][CH2:16][CH2:17][CH:18]([CH:19]([CH2:20][CH2:21][CH2:22][CH2:23][CH2:24][CH2:25][CH2:26][C:27]2=[C:28]([OH:37])[C:29](=[O:36])[CH:30]=[C:31]([O:34][CH3:35])[C:32]2=[O:33])[OH:41])[OH:38])[C:4]1=[O:39]. The reactants are Brc1ncc(Br)n2ccnc12, CC(C)N1CCN(c2ccc(N)cn2)CC1, CCN(C(C)C)C(C)C, CC(C)O. Product: CC(C)N1CCN(c2ccc(Nc3ncc(Br)n4ccnc34)cn2)CC1. Reaction SMILES: [Br:1][c:2]1[cH:3][n:4][c:5]([Br:11])[c:6]2[n:7]1[cH:8][cH:9][n:10]2.[CH:12]([CH3:13])([CH3:14])[N:15]1[CH2:16][CH2:17][N:18]([c:21]2[cH:22][cH:23][c:24]([NH2:27])[cH:25][n:26]2)[CH2:19][CH2:20]1.[CH:28]([N:29]([CH:30]([CH3:31])[CH3:32])[CH2:33][CH3:34])([CH3:35])[CH3:36].[CH:37]([OH:38])([CH3:39])[CH3:40]>>[Br:1][c:2]1[cH:3][n:4][c:5]([NH:27][c:24]2[cH:23][cH:22][c:21]([N:18]3[CH2:17][CH2:16][N:15]([CH:12]([CH3:13])[CH3:14])[CH2:20][CH2:19]3)[n:26][cH:25]2)[c:6]2[n:7]1[cH:8][cH:9][n:10]2.